describe an organic reaction: reactants, conditions, products, and yield From a dataset of the Open Reaction Database (ORD), a public repository of structured organic reaction records. The product is C1=C(C=CC2=CC=CC=C12)S(=O)(=O)N[C@@H]1[C@@H](CN(C1=O)C1=CC=CC=C1)C(=O)O (cis-4-[(2-Naphthalenylsulfonyl)amino]-5-oxo-1-phenyl-3-pyrrolidinecarboxylic acid). RXN SMILES: [CH:1]1[C:10]2[C:5](=[CH:6][CH:7]=[CH:8][CH:9]=2)[CH:4]=[CH:3][C:2]=1[S:11]([NH:14][C@H:15]1[C:19](=[O:20])[N:18]([C:21]2[CH:26]=[CH:25][CH:24]=[CH:23][CH:22]=2)[CH2:17][C@H:16]1[C:27]([O:29]C(C)(C)C)=[O:28])(=[O:13])=[O:12].FC(F)(F)C(O)=O>>[CH:1]1[C:10]2[C:5](=[CH:6][CH:7]=[CH:8][CH:9]=2)[CH:4]=[CH:3][C:2]=1[S:11]([NH:14][C@H:15]1[C:19](=[O:20])[N:18]([C:21]2[CH:22]=[CH:23][CH:24]=[CH:25][CH:26]=2)[CH2:17][C@H:16]1[C:27]([OH:29])=[O:28])(=[O:13])=[O:12]. Conditions: time 2.5 hour. Procedure details: The tert-butyl ester of example 58 (320 mg, 0.686 mmol) was dissolved trifluoroacetic acid (2 ml) and stirred for 2.5 h after which time the reaction was concentrated in vacuo. The resulting material was recrystallized from CH2Cl2 /CH3OH to give 116 mg (41%) of the title compound as a white solid. Anal. calcd. for C21H18N2O5S.1/4H2O: C,60.79; H,4.49; N,6.75. Found: C,60.94; H,4.45; N,6.71. MS calc for C21H18N2O5S 410, found 410. DSC=221.0°-224.1° C. at 109.2 J/g. The yield is 41.2%. The reactants are C1=C(C=CC2=CC=CC=C12)S(=O)(=O)N[C@@H]1[C@@H](CN(C1=O)C1=CC=CC=C1)C(=O)OC(C)(C)C (1,1-dimethylethyl cis-4-[(2-naphthalenylsulfonyl)amino]-5-oxo-1-phenyl-3-pyrrolidinecarboxylate), FC(C(=O)O)(F)F (trifluoroacetic acid). Reactants: C(C)(=O)C1=C(C(=C(OCCCOC2=C(C=C(C(=O)O)C=C2)Br)C=C1)CCC)O (4-[3-(4-acetyl-3-hydroxy-2-propylphenoxy)propoxy]-3-bromobenzoic acid). Reagents/catalysts: S(O)(O)(=O)=O (sulfuric acid). Solvent: ClCCl (dichloromethane). Run at time 2 day. The product is C(C)(=O)C1=C(C(=C(OCCCOC2=C(C=C(C(=O)OC(C)(C)C)C=C2)Br)C=C1)CCC)O (tertbutyl 4-[3-(4-acetyl-3-hydroxy-2-propylphenoxy)propoxy]-3-bromobenzoate). Yield: 130.0%. As a reaction SMILES: [C:1]([C:4]1[CH:24]=[CH:23][C:7]([O:8][CH2:9][CH2:10][CH2:11][O:12][C:13]2[CH:21]=[CH:20][C:16]([C:17]([OH:19])=[O:18])=[CH:15][C:14]=2[Br:22])=[C:6]([CH2:25][CH2:26][CH3:27])[C:5]=1[OH:28])(=[O:3])[CH3:2]>ClCCl.S(=O)(=O)(O)O>[C:1]([C:4]1[CH:24]=[CH:23][C:7]([O:8][CH2:9][CH2:10][CH2:11][O:12][C:13]2[CH:21]=[CH:20][C:16]([C:17]([O:19][C:4]([CH3:24])([CH3:5])[CH3:1])=[O:18])=[CH:15][C:14]=2[Br:22])=[C:6]([CH2:25][CH2:26][CH3:27])[C:5]=1[OH:28])(=[O:3])[CH3:2]. Procedure details: To a solution of 4-[3-(4-acetyl-3-hydroxy-2-propylphenoxy)propoxy]-3-bromobenzoic acid (903 mg) in dichloromethane (100 ml) was added conc. sulfuric acid (five drops), and then into the mixture was bubbled isobutene under ice-cooling for 30 minutes. The mixture was left standing at room temperature for 2 days in a sealed vessel. To the reaction mixture was added sodium hydrogen carbonate, and then was bubbled nitrogen gas to remove isobutene. The insolubles were removed by filtration, and the fi... The reactants are Cc1c(C)c2c(c(C)c1Br)CC(C)O2, COc1ccc(N2CCNCC2)c(OC)c1. Yields the product COc1ccc(N2CCN(c3c(C)c(C)c4c(c3C)CC(C)O4)CC2)c(OC)c1. As a reaction SMILES: [Br:1][c:2]1[c:3]([CH3:14])[c:4]([CH3:13])[c:5]2[c:6]([c:11]1[CH3:12])[CH2:7][CH:8]([CH3:10])[O:9]2.[CH3:15][O:16][c:17]1[c:18]([N:25]2[CH2:26][CH2:27][NH:28][CH2:29][CH2:30]2)[cH:19][cH:20][c:21]([O:23][CH3:24])[cH:22]1>>[c:2]1([N:28]2[CH2:27][CH2:26][N:25]([c:18]3[c:17]([O:16][CH3:15])[cH:22][c:21]([O:23][CH3:24])[cH:20][cH:19]3)[CH2:30][CH2:29]2)[c:3]([CH3:14])[c:4]([CH3:13])[c:5]2[c:6]([c:11]1[CH3:12])[CH2:7][CH:8]([CH3:10])[O:9]2. Reactants: CC=1SC=C(N1)\C=C\C=1C(=NN(C1)C1=CC=CC=C1)OCOC (2-methyl-4-{(E)-2-[3-(methoxymethoxy)-1-phenyl-1H-pyrazol-4-yl]ethenyl}-1,3-thiazole), Cl (hydrochloric acid). Run in CO (methanol). Conditions: time 18 hour. Product: Cl.CC=1SC=C(N1)/C=C/C=1C(=NN(C1)C1=CC=CC=C1)O (4-[(E)-2-(2-methyl-1,3-thiazol-4-yl)ethenyl]-1-phenyl-1H-pyrazol-3-ol.hydrochloride). Yield: 90.0%. As a reaction SMILES: [CH3:1][C:2]1[S:3][CH:4]=[C:5](/[CH:7]=[CH:8]/[C:9]2[C:10]([O:20]COC)=[N:11][N:12]([C:14]3[CH:19]=[CH:18][CH:17]=[CH:16][CH:15]=3)[CH:13]=2)[N:6]=1.[ClH:24]>CO>[ClH:24].[CH3:1][C:2]1[S:3][CH:4]=[C:5](/[CH:7]=[CH:8]/[C:9]2[C:10]([OH:20])=[N:11][N:12]([C:14]3[CH:19]=[CH:18][CH:17]=[CH:16][CH:15]=3)[CH:13]=2)[N:6]=1 |f:3.4|. Procedure details: To a solution of 2-methyl-4-{(E)-2-[3-(methoxymethoxy)-1-phenyl-1H-pyrazol-4-yl]ethenyl}-1,3-thiazole (2.72 g) in methanol (30 mL) was added concentrated hydrochloric acid (1.00 mL) at room temperature, and the mixture was stirred at room temperature for 18 hrs. The reaction mixture was evaporated under reduced pressure, and the residue was washed with ethyl acetate-methanol to give 4-[(E)-2-(2-methyl-1,3-thiazol-4-yl)ethenyl]-1-phenyl-1H-pyrazol-3-ol.hydrochloride (2.30 g, yield 90%) as pale-ye... The reactants are Cl.C[C@H]1N(CCC1)C1CNCC1 (2-(2R)-methyl-[1,3′]bipyrrolidinyl hydrochloride), FC=1C=CC(=C(C1)C)[N+](=O)[O-] (5-Fluoro-2-nitrotoluene), C([O-])([O-])=O.[K+].[K+] (potassium carbonate). The solvent is CS(=O)C (DMSO). Conditions: temperature 85 celsius. Yields the product C[C@H]1N(CCC1)C1CN(CC1)C1=CC(=C(C=C1)[N+](=O)[O-])C (2-(2R)-Methyl-1′-(3-methyl-4-nitro-phenyl)-[1,3′]bipyrrolidinyl). Reaction SMILES: F[C:2]1[CH:3]=[CH:4][C:5]([N+:9]([O-:11])=[O:10])=[C:6]([CH3:8])[CH:7]=1.Cl.[CH3:13][C@@H:14]1[CH2:18][CH2:17][CH2:16][N:15]1[CH:19]1[CH2:23][CH2:22][NH:21][CH2:20]1.C(=O)([O-])[O-].[K+].[K+]>CS(C)=O>[CH3:13][C@@H:14]1[CH2:18][CH2:17][CH2:16][N:15]1[CH:19]1[CH2:23][CH2:22][N:21]([C:2]2[CH:3]=[CH:4][C:5]([N+:9]([O-:11])=[O:10])=[C:6]([CH3:8])[CH:7]=2)[CH2:20]1 |f:1.2,3.4.5|. Procedure: 5-Fluoro-2-nitrotoluene (1.55 g, 10 mmol) was dissolved in anhydrous DMSO. To this solution was added 2-(2R)-methyl-[1,3′]bipyrrolidinyl hydrochloride (2.30 g, 15 mmol), followed by powdered potassium carbonate. The suspension was heated on an oil bath to 85° C. for 3 h when the starting material was consumed as determined by TLC (5% MeOH/DCM) and LC/MS. To the suspension was added 20 mL of water and 50 mL of DCM. The two layers were separated, and the aqueous layer was extracted with DCM (20 mL...